This data is from the Open Reaction Database (ORD), a public repository of structured organic reaction records. The task is: describe an organic reaction: reactants, conditions, products, and yield Reactants: CCCC1=CCC(O)C1, CCC1=C(C)CC(O)C1, CC1(C)C(C=C(Cl)Cl)C1C(=O)Cl, CC1(C)C(C=C(Cl)C(F)(F)F)C1C(=O)Cl. Product: CCCC1=CCC(OC(=O)C2C(C=C(Cl)C(F)(F)F)C2(C)C)C1. Reaction SMILES: [CH2:1]([CH2:2][CH3:3])[C:4]1=[CH:8][CH2:7][CH:6]([OH:9])[CH2:5]1.[CH2:22]([C:23]1=[C:28]([CH3:29])[CH2:27][CH:25]([OH:26])[CH2:24]1)[CH3:30].[CH3:10][C:11]1([CH3:12])[CH:13]([CH:14]=[C:15]([Cl:16])[Cl:17])[CH:18]1[C:19]([Cl:20])=[O:21].[Cl:31][C:32](=[CH:33][CH:34]1[C:35]([CH3:40])([CH3:41])[CH:36]1[C:37](=[O:38])[Cl:39])[C:42]([F:43])([F:44])[F:45]>>[CH2:1]([CH2:2][CH3:3])[C:4]1=[CH:8][CH2:7][CH:6]([O:9][C:37]([CH:36]2[CH:34]([CH:33]=[C:32]([Cl:31])[C:42]([F:43])([F:44])[F:45])[C:35]2([CH3:40])[CH3:41])=[O:38])[CH2:5]1. The reactants are BrC=1C=CC2=C(SC(=C2C(=O)OCC)NC2=C(C=CC(=C2)F)[N+](=O)[O-])C1 (ethyl 6-bromo-2-(5-fluoro-2-nitroanilino)benzo[b]thiophene-3-carboxylate), Cl (hydrochloric acid), O.O.[Sn](Cl)Cl (tin(II) chloride dihydrate). Run in C(C)O (ethanol). Yields the product BrC=1C=CC2=C(SC(=C2C(=O)OCC)NC2=C(C=CC(=C2)F)N)C1 (ethyl 6-bromo-2-(2-amino-5-fluoroanilino)benzo[b]thiophene-3-carboxylate). The yield is 40.8%. Reaction SMILES: [Br:1][C:2]1[CH:3]=[CH:4][C:5]2[C:9]([C:10]([O:12][CH2:13][CH3:14])=[O:11])=[C:8]([NH:15][C:16]3[CH:21]=[C:20]([F:22])[CH:19]=[CH:18][C:17]=3[N+:23]([O-])=O)[S:7][C:6]=2[CH:26]=1.Cl.O.O.[Sn](Cl)Cl>C(O)C>[Br:1][C:2]1[CH:3]=[CH:4][C:5]2[C:9]([C:10]([O:12][CH2:13][CH3:14])=[O:11])=[C:8]([NH:15][C:16]3[CH:21]=[C:20]([F:22])[CH:19]=[CH:18][C:17]=3[NH2:23])[S:7][C:6]=2[CH:26]=1 |f:2.3.4|. Procedure: In the same manner as in Starting Material Synthesis Example 21 and using ethyl 6-bromo-2-(5-fluoro-2-nitroanilino)benzo[b]thiophene-3-carboxylate (10 g), ethanol (80 ml), 18% hydrochloric acid (80 ml) and tin(II) chloride dihydrate (20.6 g), ethyl 6-bromo-2-(2-amino-5-fluoroanilino)benzo[b]thiophene-3-carboxylate (3.8 g) was obtained. Starting materials: Fc1cc(Br)ccc1C(F)(F)F, CC(C)(C)OC(=O)N1CCNCC1, CCCc1cccc(CCC)c1-n1cc[n+](-c2c(CCC)cccc2CCC)c1, CC(C)(C)[O-], Cc1ccccc1, [Cl-], [Na+]. The product is CC(C)(C)OC(=O)N1CCN(c2ccc(C(F)(F)F)c(F)c2)CC1. Reaction SMILES: [Br:14][c:15]1[cH:16][c:17]([F:25])[c:18]([C:21]([F:22])([F:23])[F:24])[cH:19][cH:20]1.[C:1]([CH3:2])([CH3:3])([CH3:4])[O:5][C:6](=[O:7])[N:8]1[CH2:9][CH2:10][NH:11][CH2:12][CH2:13]1.[CH2:27]([c:28]1[cH:29][cH:30][cH:31][c:32]([CH2:33][CH2:34][CH3:35])[c:36]1-[n+:37]1[cH:38][cH:39][n:40](-[c:41]2[c:42]([CH2:43][CH2:44][CH3:45])[cH:46][cH:47][cH:48][c:49]2[CH2:50][CH2:51][CH3:52])[cH:53]1)[CH2:54][CH3:55].[CH3:56][C:57]([CH3:58])([O-:59])[CH3:60].[CH3:62][c:63]1[cH:64][cH:65][cH:66][cH:67][cH:68]1.[Cl-:26].[Na+:61]>>[C:1]([CH3:2])([CH3:3])([CH3:4])[O:5][C:6](=[O:7])[N:8]1[CH2:9][CH2:10][N:11]([c:15]2[cH:16][c:17]([F:25])[c:18]([C:21]([F:22])([F:23])[F:24])[cH:19][cH:20]2)[CH2:12][CH2:13]1. The reactants are CC(C)N=C=S, O=C(Cl)Cl, Cc1cc(S(N)(=O)=O)c(N)cc1Cl. Reaction SMILES: [CH:14]([CH3:15])([CH3:16])[N:17]=[C:18]=[S:19].[Cl:20][C:21](=[O:22])[Cl:23].[NH2:1][c:2]1[c:3]([S:10](=[O:11])(=[O:12])[NH2:13])[cH:4][c:5]([CH3:9])[c:6]([Cl:8])[cH:7]1>>[NH:1]1[c:2]2[c:3]([cH:4][c:5]([CH3:9])[c:6]([Cl:8])[cH:7]2)[S:10](=[O:11])(=[O:12])[N:13]=[C:18]1[NH:17][CH:14]([CH3:15])[CH3:16]. The product is Cc1cc2c(cc1Cl)NC(NC(C)C)=NS2(=O)=O. Starting materials: O=C([O-])[O-], N#Cc1ccc(NCc2cccnc2)cc1, CS(=O)(=O)Cl, ClCCl, [K+], [K+]. As a reaction SMILES: [C:17](=[O:18])([O-:19])[O-:20].[C:1](#[N:2])[c:3]1[cH:4][cH:5][c:6]([NH:9][CH2:10][c:11]2[cH:12][n:13][cH:14][cH:15][cH:16]2)[cH:7][cH:8]1.[CH3:23][S:24]([Cl:25])(=[O:26])=[O:27].[Cl:28][CH2:29][Cl:30].[K+:21].[K+:22]>>[C:1](#[N:2])[c:3]1[cH:4][cH:5][c:6]([N:9]([CH2:10][c:11]2[cH:12][n:13][cH:14][cH:15][cH:16]2)[S:24]([CH3:23])(=[O:26])=[O:27])[cH:7][cH:8]1. Yields the product CS(=O)(=O)N(Cc1cccnc1)c1ccc(C#N)cc1.